The task is: describe an organic reaction: reactants, conditions, products, and yield. This data is from the Open Reaction Database (ORD), a public repository of structured organic reaction records. The reactants are CC(C)([O-])C.[K+] (Potassium t-butoxide), C(C)(C)(C)O (t-butanol), C(CC)C1=CC=C(C=C1)C(=C)Cl (1-(4-n-propylphenyl)-1-chloroethylene). Run in O (Water). Yields the product C(CC)C1=CC=C(C=C1)C#C (4-n-propylphenyl ethine). RXN SMILES: CC(C)([O-])C.[K+].C(O)(C)(C)C.[CH2:12]([C:15]1[CH:20]=[CH:19][C:18]([C:21](Cl)=[CH2:22])=[CH:17][CH:16]=1)[CH2:13][CH3:14]>O>[CH2:12]([C:15]1[CH:16]=[CH:17][C:18]([C:21]#[CH:22])=[CH:19][CH:20]=1)[CH2:13][CH3:14] |f:0.1|. Reported procedure: Potassium t-butoxide (21.5 g) was added to stirred t-butanol and warmed to gentle reflux. The alkene product from step 2.3 (20 g) was added dropwise and then the mixture was heated under reflux for 3 hrs. Water (100 ml) was added and the product extracted into petroleum spirit (3×100 ml), washed with 10% HCl and water. The crude alkine product was 97% pure by gc. Yield 12 g. Reactants: ClC1=NC=NC(=C1)NN (4-Chloro-6-hydrazinopyrimidine), Cl.FC1(CNC1)F (3,3-difluoroazetidine hydrochloride), C(C)N(C(C)C)C(C)C (N-ethyl-N-(propan-2-yl)propane-2-amine), FC(C(=O)O)(F)F (trifluoroacetic acid), CN(C=C(C(=O)OCC)N1N=NC(=C1)C#N)C (Ethyl 3-(dimethylamino)-2-(4-cyano-1H-1,2,3-triazol-1-yl)acrylate). Solvent: O (water). Run at temperature 100 celsius, time 16 hour. Product: FC1(CN(C1)C1=CC(=NC=N1)N1NC=C(C1=O)N1N=NC(=C1)C#N)F (1-{2-[6-(3,3-Difluoroazetidin-1-yl)pyrimidin-4-yl]-3-oxo-2,3-dihydro-1H-pyrazol-4-yl}-1H-1,2,3-triazole-4-carbonitrile). RXN SMILES: Cl[C:2]1[CH:7]=[C:6]([NH:8][NH2:9])[N:5]=[CH:4][N:3]=1.Cl.[F:11][C:12]1([F:16])[CH2:15][NH:14][CH2:13]1.C(N(C(C)C)C(C)C)C.FC(F)(F)C(O)=O.CN(C)[CH:35]=[C:36]([N:42]1[CH:46]=[C:45]([C:47]#[N:48])[N:44]=[N:43]1)[C:37](OCC)=[O:38]>O>[F:11][C:12]1([F:16])[CH2:15][N:14]([C:2]2[N:3]=[CH:4][N:5]=[C:6]([N:8]3[C:37](=[O:38])[C:36]([N:42]4[CH:46]=[C:45]([C:47]#[N:48])[N:44]=[N:43]4)=[CH:35][NH:9]3)[CH:7]=2)[CH2:13]1 |f:1.2|. Procedure: A mixture of 120 mg (0.8 mmol) of the compound from Example 11A, 129 mg (1.0 mmol) of 3,3-difluoroazetidine hydrochloride and 174 μl (129 mg, 1.0 mmol) of N-ethyl-N-(propan-2-yl)propane-2-amine in 3 ml of water is stirred at 100° C. for 16 h. Following the addition of 32 μl (47 mg, 0.4 mmol) of trifluoroacetic acid and 194 mg (0.8 mmol) of the compound from Example 7A, the reaction mixture is stirred at 100° C. for 16 h. The precipitated solid is filtered off and washed first with water and then... The reactants are CC(C(=O)OCC)C(=O)[O-] (Monoethyl methylmalonate), ClC=1C=C(N)C=C(C1)Cl (3,5-dichloroaniline), C1(CCCCC1)N=C=NC1CCCCC1 (1,3-dicyclohexylcarbodiimide). Product: ClC=1C=C(C=C(C1)Cl)NC(=O)C(C(=O)OCC)C (ethyl 2-(3,5-dichlorophenylaminocarbonyl)propanoate). Isolated yield 10.0%. Reaction SMILES: [CH3:1][CH:2]([C:8]([O-:10])=O)[C:3]([O:5][CH2:6][CH3:7])=[O:4].[Cl:11][C:12]1[CH:13]=[C:14]([CH:16]=[C:17]([Cl:19])[CH:18]=1)[NH2:15].C1(N=C=NC2CCCCC2)CCCCC1>>[Cl:11][C:12]1[CH:13]=[C:14]([NH:15][C:8]([CH:2]([CH3:1])[C:3]([O:5][CH2:6][CH3:7])=[O:4])=[O:10])[CH:16]=[C:17]([Cl:19])[CH:18]=1. Procedure: Monoethyl methylmalonate (5.0 grams, 0.03 mole), 3,5-dichloroaniline (5.54 grams, 0.03 mole) and 1,3-dicyclohexylcarbodiimide (7.06 grams, 0.03 mole) were reacted in a manner similar to that described in Example LVII to give 1.0 gram (0.003 mole) of ethyl 2-(3,5-dichlorophenylaminocarbonyl)propanoate having a melting point of 89° C.-90° C. Elemental analysis of the product indicated the following: Starting materials: CN(C)C=O, CC(Cl)Cl, O=S(Cl)Cl, O=S(=O)(O)c1ccc2ncsc2c1. Yields the product O=S(=O)(Cl)c1ccc2ncsc2c1. As a reaction SMILES: [CH3:18][N:19]([CH3:20])[CH:21]=[O:22].[Cl:23][CH:24]([Cl:25])[CH3:26].[S:1]([Cl:2])([Cl:3])=[O:4].[s:5]1[cH:6][n:7][c:8]2[c:9]1[cH:10][c:11]([S:14](=[O:15])(=[O:16])[OH:17])[cH:12][cH:13]2>>[Cl:3][S:14]([c:11]1[cH:10][c:9]2[s:5][cH:6][n:7][c:8]2[cH:13][cH:12]1)(=[O:15])=[O:17].